This data is from the Open Reaction Database (ORD), a public repository of structured organic reaction records. The task is: describe an organic reaction: reactants, conditions, products, and yield The reactants are CCC(NC(=O)OC(C)(C)C)C(O)c1noc(C(F)(F)F)n1, ClCCl, O=C(O)C(F)(F)F. Product: CCC(N)C(O)c1noc(C(F)(F)F)n1. Reaction SMILES: [C:1]([O:2][C:3](=[O:4])[NH:7][CH:8]([CH2:9][CH3:10])[CH:11]([c:12]1[n:13][o:14][c:15]([C:17]([F:18])([F:19])[F:20])[n:16]1)[OH:21])([CH3:5])([CH3:6])[CH3:22].[CH2:30]([Cl:31])[Cl:32].[OH:23][C:24]([C:25]([F:26])([F:27])[F:28])=[O:29]>>[NH2:7][CH:8]([CH2:9][CH3:10])[CH:11]([c:12]1[n:13][o:14][c:15]([C:17]([F:18])([F:19])[F:20])[n:16]1)[OH:21]. RXN SMILES: [CH3:1][N:2]1[C:6]([CH3:7])=[N:5][N:4]=[N:3]1.C([Li])CCC.[F:13][C:14]1[CH:29]=[CH:28][C:17]([C:18]([C:20]2[CH:25]=[CH:24][C:23]([F:26])=[CH:22][C:21]=2[CH3:27])=[O:19])=[C:16]([CH3:30])[CH:15]=1>O1CCCC1>[F:13][C:14]1[CH:29]=[CH:28][C:17]([C:18]([C:20]2[CH:25]=[CH:24][C:23]([F:26])=[CH:22][C:21]=2[CH3:27])([OH:19])[CH2:7][C:6]2[N:2]([CH3:1])[N:3]=[N:4][N:5]=2)=[C:16]([CH3:30])[CH:15]=1. Reaction conditions: time 10 minute. Reported procedure: To a suspension of 1,5-dimethyltetrazole (3.8 g, 39.0 mmoles) in tetrahydrofuran (40 mL) at -40° C. was added butyl lithium (17.7 mL of a 2.2M solution, 39.0 mmoles). Aftering stirring for 10 minutes, 4,4'-difluoro-2,2'-dimethylbenzophenone (8 g, 32.5 mmoles) was added and the solution stirred for 3 hours. The reaction was quenched with 1N hydrochloric acid. The aqueous layer was separated and extracted with ethyl acetate. The combined organic phases were dried (MgSO4) and concentrated in vacuo ... Run in O1CCCC1 (tetrahydrofuran). The reactants are FC1=CC(=C(C(=O)C2=C(C=C(C=C2)F)C)C=C1)C (4,4'-difluoro-2,2'-dimethylbenzophenone), C(CCC)[Li] (butyl lithium), solution, CN1N=NN=C1C (1,5-dimethyltetrazole). Yields the product FC1=CC(=C(C=C1)C(CC1=NN=NN1C)(O)C1=C(C=C(C=C1)F)C)C (1,1-Bis(4-fluoro-2-methylphenyl)-2-(1-methyl-1H-tetrazol-5-yl)ethanol). The yield is 67.0%.